Dataset: the Open Reaction Database (ORD), a public repository of structured organic reaction records. Task: describe an organic reaction: reactants, conditions, products, and yield Starting materials: COc1cc2c(-c3cc4c(C=O)ccnc4n3S(=O)(=O)c3ccc(C)cc3)cn(C)c2cc1OC, Nc1ccc(SC(F)(F)F)cc1. The product is COc1cc2c(-c3cc4c(CNc5ccc(SC(F)(F)F)cc5)ccnc4n3S(=O)(=O)c3ccc(C)cc3)cn(C)c2cc1OC. As a reaction SMILES: [CH3:1][O:2][c:3]1[cH:4][c:5]2[c:6](-[c:15]3[cH:16][c:17]4[c:18]([n:19][cH:20][cH:21][c:22]4[CH:23]=[O:24])[n:25]3[S:26](=[O:27])(=[O:28])[c:29]3[cH:30][cH:31][c:32]([CH3:35])[cH:33][cH:34]3)[cH:7][n:8]([CH3:14])[c:9]2[cH:10][c:11]1[O:12][CH3:13].[F:36][C:37]([F:38])([F:39])[S:40][c:41]1[cH:42][cH:43][c:44]([NH2:45])[cH:46][cH:47]1>>[CH3:1][O:2][c:3]1[cH:4][c:5]2[c:6](-[c:15]3[cH:16][c:17]4[c:18]([n:19][cH:20][cH:21][c:22]4[CH2:23][NH:45][c:44]4[cH:43][cH:42][c:41]([S:40][C:37]([F:36])([F:38])[F:39])[cH:47][cH:46]4)[n:25]3[S:26](=[O:27])(=[O:28])[c:29]3[cH:30][cH:31][c:32]([CH3:35])[cH:33][cH:34]3)[cH:7][n:8]([CH3:14])[c:9]2[cH:10][c:11]1[O:12][CH3:13]. The reactants are C1CCNCC1, CC1C(=O)N(CCC(=O)O)CCN1C(=O)Nc1ccc(Cl)c(Cl)c1. Yields the product CC1C(=O)N(CCC(=O)N2CCCCC2)CCN1C(=O)Nc1ccc(Cl)c(Cl)c1. Reaction SMILES: [CH2:25]1[CH2:26][CH2:27][NH:28][CH2:29][CH2:30]1.[Cl:1][c:2]1[cH:3][c:4]([NH:9][C:10](=[O:11])[N:12]2[CH:13]([CH3:24])[C:14](=[O:23])[N:15]([CH2:18][CH2:19][C:20](=[O:21])[OH:22])[CH2:16][CH2:17]2)[cH:5][cH:6][c:7]1[Cl:8]>>[Cl:1][c:2]1[cH:3][c:4]([NH:9][C:10](=[O:11])[N:12]2[CH:13]([CH3:24])[C:14](=[O:23])[N:15]([CH2:18][CH2:19][C:20](=[O:21])[N:28]3[CH2:27][CH2:26][CH2:25][CH2:30][CH2:29]3)[CH2:16][CH2:17]2)[cH:5][cH:6][c:7]1[Cl:8]. Reactants: [H-].[Na+] (NaH), C1CCOC1 (THF), ClCC1=NOC(=C1)C (3-(chloromethyl)-5-methylisoxazole), COC1=CC=C(C=C1)CO ((4-methoxyphenyl)methanol). The reagents and catalysts are [I-].C(CCC)[N+](CCCC)(CCCC)CCCC (tetrabutylammonium iodide). Run in [Cl-].[NH4+] (ammonium chloride). Yields the product COC1=CC=C(COCC2=NOC(=C2)C)C=C1 (3-((4-methoxybenzyloxy)methyl)-5-methylisoxazole). RXN SMILES: [H-].[Na+].C1COCC1.[CH3:8][O:9][C:10]1[CH:15]=[CH:14][C:13]([CH2:16][OH:17])=[CH:12][CH:11]=1.Cl[CH2:19][C:20]1[CH:24]=[C:23]([CH3:25])[O:22][N:21]=1>[I-].C([N+](CCCC)(CCCC)CCCC)CCC.[Cl-].[NH4+]>[CH3:8][O:9][C:10]1[CH:15]=[CH:14][C:13]([CH2:16][O:17][CH2:19][C:20]2[CH:24]=[C:23]([CH3:25])[O:22][N:21]=2)=[CH:12][CH:11]=1 |f:0.1,5.6,7.8|. Procedure: To a resealable vial were added NaH (193 mg, 60% dispersion in mineral oil, 4.82 mmol) and THF. The vial was cooled to 0° C. before addition of (4-methoxyphenyl)methanol (639 μl, 5.14 mmol) and the reaction stirred at 0° C. for 30 min before addition of 3-(chloromethyl)-5-methylisoxazole (423 mg, 3.22 mmol) and tetrabutylammonium iodide (119 mg, 0.322 mmol). The reaction was heated to reflux overnight. The vial was cooled to room temperature before being diluted with ammonium chloride solution. ... Reactants: CN1CCC(=O)CC1, CC(=O)O, COc1cc(OC)cc(OC)c1, Cl. Yields the product COc1cc(OC)c(C2=CCN(C)CC2)c(OC)c1. RXN SMILES: [CH3:1][N:2]1[CH2:3][CH2:4][C:5](=[O:8])[CH2:6][CH2:7]1.[CH3:22][C:23](=[O:24])[OH:25].[CH3:9][O:10][c:11]1[cH:12][c:13]([O:14][CH3:15])[cH:16][c:17]([O:18][CH3:19])[cH:20]1.[ClH:21]>>[CH3:1][N:2]1[CH2:3][CH2:4][C:5]([c:12]2[c:11]([O:10][CH3:9])[cH:20][c:17]([O:18][CH3:19])[cH:16][c:13]2[O:14][CH3:15])=[CH:6][CH2:7]1. Starting materials: C(C)OC1(N(CCC1)C)OCC (2,2-diethoxy-1-methylpyrrolidine), COC1=CC=C(CC#N)C=C1 (4-methoxybenzylcyanide). Solvent: C1=CC=CC=C1 (benzene). Product: C(#N)C(C1=CC=C(C=C1)OC)=C1N(CCC1)C (2-(α-cyano-4-methoxybenzylidene)-1-methylpyrrolidine). Reaction SMILES: C(O[C:4]1(OCC)[CH2:8][CH2:7][CH2:6][N:5]1[CH3:9])C.[CH3:13][O:14][C:15]1[CH:23]=[CH:22][C:18]([CH2:19][C:20]#[N:21])=[CH:17][CH:16]=1>C1C=CC=CC=1>[C:20]([C:19](=[C:4]1[CH2:8][CH2:7][CH2:6][N:5]1[CH3:9])[C:18]1[CH:22]=[CH:23][C:15]([O:14][CH3:13])=[CH:16][CH:17]=1)#[N:21]. Reported procedure: Boil 30.0 g of 2,2-diethoxy-1-methylpyrrolidine, 25 g of 4-methoxybenzylcyanide and 150 ml of benzene under reflux for 4 hours. Concentrate the refluxed reaction product and distil the residue twice under a vacuum to obtain 30.6 g (79% of theory) of the title compound (b.p. 158° at 0.005 mm of Hg). Solvent: O1CCCC1 (tetrahydrofuran), O1CCCC1 (THF). Yield: 25.0%. Reactants: CI (methyl iodide), [H-].[Na+] (sodium hydride), C(C1=CC=CC=C1)N1CCC(CC1)=O (1-benzyl-4-piperidone). Reported procedure: To a suspension (160 ml) of 3.2 g of sodium hydride in tetrahydrofuran (THF) was added a solution (15 ml) of 15.0 g of 1-benzyl-4-piperidone in THF in an ice bath, and the solution was stirred at room temperature for 30 minutes. 5.92 ml of methyl iodide was added to this solution, and the solution was stirred at 60° C. for 4 hours. The salt precipitated was separated by filtration, and after concentrating the filtrate under reduced pressure, water was added to the concentrate. The solution was e... Reaction conditions: time 30 minute. Reaction SMILES: [H-].[Na+].[CH2:3]([N:10]1[CH2:15][CH2:14][C:13](=[O:16])[CH2:12][CH2:11]1)[C:4]1[CH:9]=[CH:8][CH:7]=[CH:6][CH:5]=1.[CH3:17]I>O1CCCC1>[CH2:3]([N:10]1[CH2:15][CH2:14][C:13](=[O:16])[CH:12]([CH3:17])[CH2:11]1)[C:4]1[CH:5]=[CH:6][CH:7]=[CH:8][CH:9]=1 |f:0.1|. The product is C(C1=CC=CC=C1)N1CC(C(CC1)=O)C (1-benzyl-3-methyl-4-piperidone). As a reaction SMILES: [CH3:15][OH:16].[CH3:1][O:2][CH2:3][O:4][C:5]([C:6]([CH2:7][O:8][CH2:9][O:10][CH3:11])([CH3:12])[CH3:13])=[O:14].[CH3:20][CH2:21][O:22][CH2:23][CH3:24].[ClH:19].[Na+:18].[OH-:17]>>[O:4]=[C:5]([C:6]([CH2:7][O:8][CH2:9][O:10][CH3:11])([CH3:12])[CH3:13])[OH:14]. The reactants are CO, COCOCC(C)(C)C(=O)OCOC, CCOCC, Cl, [Na+], [OH-]. Product: COCOCC(C)(C)C(=O)O. Isolated yield 94.0%. The solvent is C1CCOC1 (THF). Yields the product COC1=NC=C(C=N1)C1CCC(=O)OC1=O (4-(2-Methoxypyrimidin-5-yl)glutaric anhydride). Reaction SMILES: C(CC([C:10]1[CH:11]=[N:12][C:13]([O:16][CH3:17])=[N:14][CH:15]=1)CC(O)=O)(O)=O.F[C:19](F)(F)[C:20]([O:22][C:23](=[O:28])[C:24](F)(F)F)=[O:21].[CH3:31]CCCCCC>C1COCC1>[CH3:17][O:16][C:13]1[N:14]=[CH:15][C:10]([CH:24]2[C:23](=[O:28])[O:22][C:20](=[O:21])[CH2:19][CH2:31]2)=[CH:11][N:12]=1. The reactants are C(=O)(O)CC(CC(=O)O)C=1C=NC(=NC1)OC (4-Carboxy-3-(2-methoxypyrimidin-5-yl)butanoic acid), FC(C(=O)OC(C(F)(F)F)=O)(F)F (trifluoroacetic anhydride), CCCCCCC (heptane). Procedure: 4-Carboxy-3-(2-methoxypyrimidin-5-yl)butanoic acid (11.5 kg) was treated with trifluoroacetic anhydride (12.1 kg) in THF (58 L) at 50-55° C. for several hours. Slow addition of heptane (195 L) followed by cooling to ambient temperature resulted in the crystallization of the title compound; 94% yield. Product: Cc1nc(OCc2ccc(F)cc2F)cc(=O)n1Cc1ccc(C(=O)O)cc1. Reactants: CC(=O)O, COC(=O)c1ccc(Cn2c(C)nc(OCc3ccc(F)cc3F)cc2=O)cc1, [Na+], C1COCCO1, [OH-], O. As a reaction SMILES: [CH3:32][C:33](=[O:34])[OH:35].[F:1][c:2]1[c:3]([CH2:4][O:5][c:6]2[n:7][c:8]([CH3:24])[n:9]([CH2:13][c:14]3[cH:15][cH:16][c:17]([C:18](=[O:19])[O:20][CH3:21])[cH:22][cH:23]3)[c:10](=[O:12])[cH:11]2)[cH:25][cH:26][c:27]([F:29])[cH:28]1.[Na+:31].[O:36]1[CH2:37][CH2:38][O:39][CH2:40][CH2:41]1.[OH-:30].[OH2:42]>>[F:1][c:2]1[c:3]([CH2:4][O:5][c:6]2[n:7][c:8]([CH3:24])[n:9]([CH2:13][c:14]3[cH:15][cH:16][c:17]([C:18](=[O:19])[OH:20])[cH:22][cH:23]3)[c:10](=[O:12])[cH:11]2)[cH:25][cH:26][c:27]([F:29])[cH:28]1. Reactants: COC1=CC=C(C=C1)NC(C(C1=C2N(C=3C=CC=CC13)CCNCC2)=O)=O (N-(4-methoxyphenyl)-2-oxo-2-(2,3,4,5-tetrahydro-1H-[1,4]diazepino[1,7-a]indol-11-yl)acetamide), C(=O)(C(F)(F)F)O (TFA), C(C)[SiH](CC)CC (triethylsilane). Reaction SMILES: [CH3:1][O:2][C:3]1[CH:8]=[CH:7][C:6]([NH:9][C:10](=[O:27])[C:11](=O)[C:12]2[C:20]3[CH:19]=[CH:18][CH:17]=[CH:16][C:15]=3[N:14]3[CH2:21][CH2:22][NH:23][CH2:24][CH2:25][C:13]=23)=[CH:5][CH:4]=1.C(O)(C(F)(F)F)=O.C([SiH](CC)CC)C>ClCCCl>[CH3:1][O:2][C:3]1[CH:8]=[CH:7][C:6]([NH:9][C:10](=[O:27])[CH2:11][C:12]2[C:20]3[CH:19]=[CH:18][CH:17]=[CH:16][C:15]=3[N:14]3[CH2:21][CH2:22][NH:23][CH2:24][CH2:25][C:13]=23)=[CH:5][CH:4]=1. Reported procedure: (Chart C, Step 1): A solution of N-(4-methoxyphenyl)-2-oxo-2-(2,3,4,5-tetrahydro-1H-[1,4]diazepino[1,7-a]indol-11-yl)acetamide (355 mg, 0.98 mmol) in 1,2-dichloroethane (20 mL) is treated with TFA (2.5 mL) and triethylsilane (2.5 mL). The resulting clear golden solution is heated to reflux. After 18 hrs, the reaction is cooled to rt, washed twice with saturated sodium bicarbonate (50 mL), once with brine (50 mL), dried over MgSO4, filtered, and concentrated to give a golden oil. This material is... Product: COC1=CC=C(C=C1)NC(CC1=C2N(C=3C=CC=CC13)CCNCC2)=O (N-(4-methoxyphenyl)-2-(2,3,4,5-tetrahydro-1H-[1,4]diazepino[1,7-a]indol-11-yl)acetamide). The yield is 80.3%. The solvent is ClCCCl (1,2-dichloroethane). Conditions: time 18 hour.